The task is: describe an organic reaction: reactants, conditions, products, and yield. This data is from the Open Reaction Database (ORD), a public repository of structured organic reaction records. The reactants are C#CCBr, CCCC[N+](CCCC)(CCCC)CCCC, [Na+], [OH-], O, O=S(=O)([O-])O, OCCc1ccccc1. Yields the product C#CCOCCc1ccccc1. As a reaction SMILES: [Br:10][CH2:11][C:12]#[CH:13].[CH2:21]([N+:22]([CH2:23][CH2:24][CH2:25][CH3:26])([CH2:27][CH2:28][CH2:29][CH3:30])[CH2:31][CH2:32][CH2:33][CH3:34])[CH2:35][CH2:36][CH3:37].[Na+:15].[OH-:14].[OH2:38].[S:16](=[O:17])(=[O:18])([OH:19])[O-:20].[c:1]1([CH2:7][CH2:8][OH:9])[cH:2][cH:3][cH:4][cH:5][cH:6]1>>[c:1]1([CH2:7][CH2:8][O:9][CH2:13][C:12]#[CH:11])[cH:2][cH:3][cH:4][cH:5][cH:6]1. Reactants: O([Si](C)(C)C(C)(C)C)C(CC[C@@H]1C(C(C[C@H]1OC1OCCCC1)=O)CCCCCCCCC(=O)OC(C)C)C(CCCCCC)(F)F (Isopropyl 9-{2(R)-(3(RS)-(t-butyldimethylsiloxy)-4,4-difluorodecyl]-5-oxo-3(R)-(tetrahydropyranyloxy)cyclopentyl}nonanoate), F (hydrofluoric acid). Solvent: C(C)#N (acetonitrile). Product: FC([C@@H](CC[C@@H]1C(C(C[C@H]1O)=O)CCCCCCCCC(=O)OC(C)C)O)(CCCCCC)F (Isopropyl 9-{2(R)-[4,4-difluoro-3(R)-hydroxydecyl]-3(R)-hydroxy-5-oxocyclopentyl}nonanoate). As a reaction SMILES: [O:1]([CH:9]([C:39]([F:47])([F:46])[CH2:40][CH2:41][CH2:42][CH2:43][CH2:44][CH3:45])[CH2:10][CH2:11][C@H:12]1[C@H:16]([O:17]C2CCCCO2)[CH2:15][C:14](=[O:24])[CH:13]1[CH2:25][CH2:26][CH2:27][CH2:28][CH2:29][CH2:30][CH2:31][CH2:32][C:33]([O:35][CH:36]([CH3:38])[CH3:37])=[O:34])[Si](C(C)(C)C)(C)C.F>C(#N)C>[F:46][C:39]([F:47])([CH2:40][CH2:41][CH2:42][CH2:43][CH2:44][CH3:45])[C@H:9]([OH:1])[CH2:10][CH2:11][C@H:12]1[C@H:16]([OH:17])[CH2:15][C:14](=[O:24])[CH:13]1[CH2:25][CH2:26][CH2:27][CH2:28][CH2:29][CH2:30][CH2:31][CH2:32][C:33]([O:35][CH:36]([CH3:37])[CH3:38])=[O:34]. Procedure: The compound (12-11) (0.93 g) was hydrolyzed in acetonitrile (30 ml) with 46% hydrofluoric acid (1.55 ml). The crude product obtained by the conventional treatment was purified by silica gel chromatography (n-hexane/ethyl acetate=7/3-1/1), and the compound obtained was further fractionated by HPLC to give isopropyl 9-{2(R)-4,4-difluoro-3(R)-hydroxydecyl]-3(R)-hydroxy-5-oxocyclopentyl}nonanoate (12-12). The reactants are N12CCCCCC2=NCCC1 (1,8-diazabicyclo[5.4.0]undec-7-ene), ClC1=NC(=C(C(=N1)OC)[N+](=O)[O-])OC (2-chloro-4,6-dimethoxy-5-nitropyrimidine), Cl.FC(C=1C=C2CCNCC2=CC1)(F)F (6-(trifluoromethyl)-1,2,3,4-tetrahydroisoquinoline hydrochloride). Solvent: CN(C)C=O (DMF). Run at time 5 minute. Product: COC1=NC(=NC(=C1[N+](=O)[O-])OC)N1CC2=CC=C(C=C2CC1)C(F)(F)F (2-(4,6-dimethoxy-5-nitropyrimidin-2-yl)-6-(trifluoromethyl)-1,2,3,4-tetrahydroisoquinoline). Yield: 99.0%. Reaction SMILES: N12CCCN=C1CCCCC2.Cl[C:13]1[N:18]=[C:17]([O:19][CH3:20])[C:16]([N+:21]([O-:23])=[O:22])=[C:15]([O:24][CH3:25])[N:14]=1.Cl.[F:27][C:28]([F:40])([F:39])[C:29]1[CH:30]=[C:31]2[C:36](=[CH:37][CH:38]=1)[CH2:35][NH:34][CH2:33][CH2:32]2>CN(C=O)C>[CH3:25][O:24][C:15]1[C:16]([N+:21]([O-:23])=[O:22])=[C:17]([O:19][CH3:20])[N:18]=[C:13]([N:34]2[CH2:33][CH2:32][C:31]3[C:36](=[CH:37][CH:38]=[C:29]([C:28]([F:27])([F:40])[F:39])[CH:30]=3)[CH2:35]2)[N:14]=1 |f:2.3|. Procedure details: 1,8-diazabicyclo[5.4.0]undec-7-ene (0.669 g, 4.4 mmol) was added to a mixture of 4a (0.438 g, 2 mmol) and 6-(trifluoromethyl)-1,2,3,4-tetrahydroisoquinoline hydrochloride (0.487 g, 2.05 mmol) in DMF (5 ml) at 0° C. over 5 minutes. The mixture was stirred for an additional 5 minutes at room temperature. The mixture was washed with brine, extracted with ethyl acetate and chromatographed to yield 5b (0.76 g, 1.98 mmol, 99%). Reactants: FC(C1=C2C=CNC2=CC=C1C#N)(F)F (4-(trifluoromethyl)-1H-indole-5-carbonitrile), FC(C=1C=C(C=C(C1)C(F)(F)F)C1=NC(=NO1)CCl)(F)F (5-[3,5-bis(trifluoromethyl)phenyl]-3-(chloromethyl)-1,2,4-oxadiazole). The product is FC(C=1C=C(C=C(C1)C(F)(F)F)C1=NC(=NO1)CN1C=CC2=C(C(=CC=C12)C#N)C(F)(F)F)(F)F (1-({5-[3,5-Bis(trifluoromethyl)phenyl]-1,2,4-oxadiazol-3-yl}methyl)-4-(trifluoromethyl)-1H-indole-5-carbonitrile). As a reaction SMILES: [F:1][C:2]([F:15])([F:14])[C:3]1[C:11]([C:12]#[N:13])=[CH:10][CH:9]=[C:8]2[C:4]=1[CH:5]=[CH:6][NH:7]2.[F:16][C:17]([F:36])([F:35])[C:18]1[CH:19]=[C:20]([C:28]2[O:32][N:31]=[C:30]([CH2:33]Cl)[N:29]=2)[CH:21]=[C:22]([C:24]([F:27])([F:26])[F:25])[CH:23]=1>>[F:36][C:17]([F:16])([F:35])[C:18]1[CH:19]=[C:20]([C:28]2[O:32][N:31]=[C:30]([CH2:33][N:7]3[C:8]4[C:4](=[C:3]([C:2]([F:14])([F:1])[F:15])[C:11]([C:12]#[N:13])=[CH:10][CH:9]=4)[CH:5]=[CH:6]3)[N:29]=2)[CH:21]=[C:22]([C:24]([F:26])([F:25])[F:27])[CH:23]=1. Procedure details: Synthesized as described in Example 62 from 4-(trifluoromethyl)-1H-indole-5-carbonitrile and 5-[3,5-bis(trifluoromethyl)phenyl]-3-(chloromethyl)-1,2,4-oxadiazole: MS (ESI): m/z 503 (M−1). The reactants are ON1N=NC2=C1C=CC=C2 (1-hydroxybenzotriazole), Cl.C(C)N=C=NCCCN(C)C (1-ethyl-3-(3-dimethylaminopropyl)carbodiimide hydrochloride), N1CCOCC1 (morpholine), CC1=C(C=C(C(=O)O)C=C1)[N+](=O)[O-] (4-methyl-3-nitrobenzoic acid). The solvent is C(C)N(CC)CC (triethylamine), CN(C)C=O (DMF), O (water). Conditions: time 4 hour. The product is CC1=C(C=C(C(=O)N2CCOCC2)C=C1)[N+](=O)[O-] (4-methyl-3-nitrobenzoic acid morpholide). Reaction SMILES: [CH3:1][C:2]1[CH:10]=[CH:9][C:5]([C:6]([OH:8])=O)=[CH:4][C:3]=1[N+:11]([O-:13])=[O:12].ON1C2C=CC=CC=2N=N1.Cl.C(N=C=NCCCN(C)C)C.[NH:36]1[CH2:41][CH2:40][O:39][CH2:38][CH2:37]1>CN(C=O)C.O.C(N(CC)CC)C>[CH3:1][C:2]1[CH:10]=[CH:9][C:5]([C:6]([N:36]2[CH2:41][CH2:40][O:39][CH2:38][CH2:37]2)=[O:8])=[CH:4][C:3]=1[N+:11]([O-:13])=[O:12] |f:2.3|. Reported procedure: The compound ([5]-(53)-278) (6.5272 g) prepared in Example 72 was dissolved in anhydrous DMF (98 ml). Then, 1-hydroxybenzotriazole (6.3297 g), 1-ethyl-3-(3-dimethylaminopropyl)carbodiimide hydrochloride (8.9795 g), triethylamine (6.5 ml), and morpholine (4.1 ml) were added to the solution. The mixture was stirred at room temperature for 4 hours. A small amount of water was added to the resulting yellowish orange solution including the white salt to obtain a homogeneous solution. The solution was... The reactants are CCC(=O)CCCCCC(NC(=O)OC(C)(C)C)C(=O)O, O=C([O-])O, [NH4+], C1COCCO1. The product is CCC(=O)CCCCCC(NC(=O)OC(C)(C)C)C(N)=O. As a reaction SMILES: [C:1]([CH3:2])([CH3:3])([CH3:4])[O:5][C:6](=[O:7])[NH:8][CH:9]([C:10](=[O:11])[OH:12])[CH2:13][CH2:14][CH2:15][CH2:16][CH2:17][C:18]([CH2:19][CH3:20])=[O:21].[C:22](=[O:23])([OH:24])[O-:25].[NH4+:26].[O:27]1[CH2:28][CH2:29][O:30][CH2:31][CH2:32]1>>[C:1]([CH3:2])([CH3:3])([CH3:4])[O:5][C:6](=[O:7])[NH:8][CH:9]([C:10](=[O:11])[NH2:26])[CH2:13][CH2:14][CH2:15][CH2:16][CH2:17][C:18]([CH2:19][CH3:20])=[O:21]. The reactants are C(CCCCC)(=O)OCCl (Chloromethyl hexanoate), [I-].[Na+] (sodium iodide), C(C(C)(C)C)(=O)OCI (iodomethyl pivalate). Solvent: CC(=O)C (acetone). The product is C(CCCCC)(=O)OCI (Iodomethyl hexanoate), CH3 (CH2)4COOCH2I. Yield: 78.0%. Reaction SMILES: [C:1]([O:8][CH2:9]Cl)(=[O:7])[CH2:2][CH2:3][CH2:4][CH2:5][CH3:6].[I-].[Na+].C(OC[I:21])(=O)C(C)(C)C>CC(C)=O>[C:1]([O:8][CH2:9][I:21])(=[O:7])[CH2:2][CH2:3][CH2:4][CH2:5][CH3:6] |f:1.2|. Procedure details: Chloromethyl hexanoate (205 mg, 1.25 mmol) was stirred with sodium iodide (900 mg, 6.0 mmol) in 3 mL of dry acetone for 4 hours at room temperature. Work-up followed the procedure detailed in EXAMPLE 3 above for the preparation of iodomethyl pivalate. Iodomethyl hexanoate, CH3 (CH2)4COOCH2I, was obtained as a yellow oil in 78% yield. NMR values were consistent with the assigned structure.